This data is from the Open Reaction Database (ORD), a public repository of structured organic reaction records. The task is: describe an organic reaction: reactants, conditions, products, and yield Reactants: CCO, COC(=O)c1ccc(OC)c2c1ccn2C(C)C, [Na+], [OH-]. The product is COc1ccc(C(=O)O)c2ccn(C(C)C)c12. RXN SMILES: [CH3:21][CH2:22][OH:23].[CH3:3][CH:4]([CH3:5])[n:6]1[cH:7][cH:8][c:9]2[c:10]([C:17](=[O:18])[O:19][CH3:20])[cH:11][cH:12][c:13]([O:15][CH3:16])[c:14]12.[Na+:2].[OH-:1]>>[CH3:3][CH:4]([CH3:5])[n:6]1[cH:7][cH:8][c:9]2[c:10]([C:17](=[O:18])[OH:19])[cH:11][cH:12][c:13]([O:15][CH3:16])[c:14]12. The reactants are C(C)OC(C1=CN=C(C(=C1)Cl)N1C[C@H](N(CC1)C1=NC=NC(=C1)Cl)C)=O (5-chloro-6-[4-(6-chloro-pyrimidin-4-yl)-3-(R)-methyl-piperazin-1-yl]-nicotinic acid ethyl ester), ClC=1C=C(C=CC1F)B(O)O (3-chloro-4-fluorophenylboronic acid), [O-]P(=O)([O-])[O-].[K+].[K+].[K+] (K3PO4). Reagents/catalysts: C=1C=CC(=CC1)[P](C=2C=CC=CC2)(C=3C=CC=CC3)[Pd]([P](C=4C=CC=CC4)(C=5C=CC=CC5)C=6C=CC=CC6)([P](C=7C=CC=CC7)(C=8C=CC=CC8)C=9C=CC=CC9)[P](C=1C=CC=CC1)(C=1C=CC=CC1)C=1C=CC=CC1 (Pd(PPh3)4). Solvent: O1CCOCC1 (dioxane). Conditions: temperature 80 celsius. The product is C(C)OC(C1=CN=C(C(=C1)Cl)N1C[C@H](N(CC1)C1=NC=NC(=C1)C1=CC(=C(C=C1)F)Cl)C)=O (5-Chloro-6-{4-[6-(3-chloro-4-fluoro-phenyl)-pyrimidin-4-yl]-3-(R)-methyl-piperazin-1-yl}-nicotinic acid ethyl ester). As a reaction SMILES: [CH2:1]([O:3][C:4](=[O:26])[C:5]1[CH:10]=[C:9]([Cl:11])[C:8]([N:12]2[CH2:17][CH2:16][N:15]([C:18]3[CH:23]=[C:22](Cl)[N:21]=[CH:20][N:19]=3)[C@H:14]([CH3:25])[CH2:13]2)=[N:7][CH:6]=1)[CH3:2].[Cl:27][C:28]1[CH:29]=[C:30](B(O)O)[CH:31]=[CH:32][C:33]=1[F:34].[O-]P([O-])([O-])=O.[K+].[K+].[K+]>O1CCOCC1.C1C=CC([P]([Pd]([P](C2C=CC=CC=2)(C2C=CC=CC=2)C2C=CC=CC=2)([P](C2C=CC=CC=2)(C2C=CC=CC=2)C2C=CC=CC=2)[P](C2C=CC=CC=2)(C2C=CC=CC=2)C2C=CC=CC=2)(C2C=CC=CC=2)C2C=CC=CC=2)=CC=1>[CH2:1]([O:3][C:4](=[O:26])[C:5]1[CH:10]=[C:9]([Cl:11])[C:8]([N:12]2[CH2:17][CH2:16][N:15]([C:18]3[CH:23]=[C:22]([C:30]4[CH:31]=[CH:32][C:33]([F:34])=[C:28]([Cl:27])[CH:29]=4)[N:21]=[CH:20][N:19]=3)[C@H:14]([CH3:25])[CH2:13]2)=[N:7][CH:6]=1)[CH3:2] |f:2.3.4.5,^1:55,57,76,95|. Reported procedure: Bubble nitrogen through a mixture of 5-chloro-6-[4-(6-chloro-pyrimidin-4-yl)-3-(R)-methyl-piperazin-1-yl]-nicotinic acid ethyl ester (226 mg, 0.57 mmol), 3-chloro-4-fluorophenylboronic acid (99 mg, 0.57 mmol), K3PO4 (2M aqueous, 570 μL) and Pd(PPh3)4 (33 mg, 0.03 mmol) in dioxane for 10 mm. Heat the mixture to 80°C. for 16 h under a nitrogen atmosphere. Cool the mixture and partition between EtOAc and water. Dry (Na2SO4) the organic layer and concentrate under reduced pressure to yield the crude... The reactants are BrC1=CC=2C3=C(C=NC2C=C1)N(C(N3C=3C(=NN(C3)C)C)=O)C (8-bromo-1-(1,3-dimethyl-1H-pyrazol-4-yl)-3-methyl-1,3-dihydro-imidazo[4,5-c]quinolin-2-one), BrC1=CC=2C3=C(C=NC2C=C1)N(C(N3C=3C(=NN(C3)C)C)=O)C (8-bromo-1-(1,3-dimethyl-1H-pyrazol-4-yl)-3-methyl-1,3-dihydro-imidazo[4,5-c]quinolin-2-one), C(C)(C)OC1=NC=CC(=C1)B1OC(C(O1)(C)C)(C)C (2-Isopropoxy-4-(4,4,5,5-tetramethyl-[1,3,2]dioxaborolan-2-yl)-pyridine). Yields the product CN1N=C(C(=C1)N1C(N(C=2C=NC=3C=CC(=CC3C21)C2=CC(=NC=C2)OC(C)C)C)=O)C (1-(1,3-Dimethyl-1H-pyrazol-4-yl)-8-(2-isopropoxy-pyridin-4-yl)-3-methyl-1,3-dihydro-imidazo[4,5-c]quinolin-2-one). Reaction SMILES: Br[C:2]1[CH:11]=[CH:10][C:9]2[N:8]=[CH:7][C:6]3[N:12]([CH3:23])[C:13](=[O:22])[N:14]([C:15]4[C:16]([CH3:21])=[N:17][N:18]([CH3:20])[CH:19]=4)[C:5]=3[C:4]=2[CH:3]=1.[CH:24]([O:27][C:28]1[CH:33]=[C:32](B2OC(C)(C)C(C)(C)O2)[CH:31]=[CH:30][N:29]=1)([CH3:26])[CH3:25]>>[CH3:20][N:18]1[CH:19]=[C:15]([N:14]2[C:5]3[C:4]4[CH:3]=[C:2]([C:32]5[CH:31]=[CH:30][N:29]=[C:28]([O:27][CH:24]([CH3:26])[CH3:25])[CH:33]=5)[CH:11]=[CH:10][C:9]=4[N:8]=[CH:7][C:6]=3[N:12]([CH3:23])[C:13]2=[O:22])[C:16]([CH3:21])=[N:17]1. Reported procedure: The title compound was synthesized in a similar manner as described for Example 1.1 using 8-bromo-1-(1,3-dimethyl-1H-pyrazol-4-yl)-3-methyl-1,3-dihydro-imidazo[4,5-c]quinolin-2-one (Intermediate A) and 2-Isopropoxy-4-(4,4,5,5-tetramethyl-[1,3,2]dioxaborolan-2-yl)-pyridine (Stage 92.1.1) to give the title compound as a white solid. (HPLC: tR 2.56 min (Method A); M+H=429 MS-ES; 1H-NMR (d6-DMSO, 400 MHz) 9.00 (s, 1H), 8.23-8.19 (m, 2H), 8.14-8.09 (m, 1H), 8.00-7.96 (m, 1H), 7.64-7.62 (m, 1H), 7.05-... Starting materials: FC(C(C(=O)O)(O)C(F)F)F (2,2-bis-difluoromethyl-2-hydroxyacetic acid), S(=O)(Cl)Cl (thionyl chloride), C([O-])(O)=O.[Na+] (sodium bicarbonate), N1=C(C=CC=C1)C(=O)C1=CC=C(N)C=C1 (4-(2-Pyridylcarbonyl)aniline). Run in CC(=O)N(C)C (dimethylacetamide), O (water). Reaction conditions: temperature -10 celsius, time 30 minute. The product is N1=C(C=CC=C1)C(=O)C1=CC=C(C=C1)NC(C(C(F)F)(C(F)F)O)=O (N-[4-(2-Pyridylcarbonyl)phenyl]-3,3-difluoro-2-hydroxy-2-difluoromethyl propionamide). Isolated yield 39.3%. As a reaction SMILES: [F:1][CH:2]([F:11])[C:3]([CH:8]([F:10])[F:9])([OH:7])[C:4](O)=[O:5].S(Cl)(Cl)=O.[N:16]1[CH:21]=[CH:20][CH:19]=[CH:18][C:17]=1[C:22]([C:24]1[CH:30]=[CH:29][C:27]([NH2:28])=[CH:26][CH:25]=1)=[O:23].C(=O)(O)[O-].[Na+]>CC(N(C)C)=O.O>[N:16]1[CH:21]=[CH:20][CH:19]=[CH:18][C:17]=1[C:22]([C:24]1[CH:30]=[CH:29][C:27]([NH:28][C:4](=[O:5])[C:3]([OH:7])([CH:8]([F:10])[F:9])[CH:2]([F:11])[F:1])=[CH:26][CH:25]=1)=[O:23] |f:3.4|. Reported procedure: To a solution of 2,2-bis-difluoromethyl-2-hydroxyacetic acid (0.5 g, 2.84 mmoles) in dimethylacetamide (10 mL) at -10° C. was added thionyl chloride (0.34 g, 2.84 mmoles) dropwise. The resulting solution was stirred at -10° C. for approximately 30 mins. 4-(2-Pyridylcarbonyl)aniline (0.58 g, 2.5 mmoles) was added and the reaction mixture was stirred overnight at room temperature. The reaction mixture was then poured into water, sodium bicarbonate solution added to give a pH of 7 and extracted wit...